From a dataset of the Open Reaction Database (ORD), a public repository of structured organic reaction records. describe an organic reaction: reactants, conditions, products, and yield Reactants: C=CCc1cc(C(C)=O)c(O)cc1OCCCCC#N, O=C([O-])[O-], CI, CN(C)C=O, [K+], [K+]. Yields the product C=CCc1cc(C(C)=O)c(OC)cc1OCCCCC#N. Reaction SMILES: [C:1]([CH3:2])(=[O:3])[c:4]1[cH:5][c:6]([CH2:18][CH:19]=[CH2:20])[c:7]([O:8][CH2:9][CH2:10][CH2:11][CH2:12][C:13]#[N:14])[cH:15][c:16]1[OH:17].[C:21](=[O:22])([O-:23])[O-:24].[CH3:27][I:28].[CH3:29][N:30]([CH3:31])[CH:32]=[O:33].[K+:25].[K+:26]>>[C:1]([CH3:2])(=[O:3])[c:4]1[cH:5][c:6]([CH2:18][CH:19]=[CH2:20])[c:7]([O:8][CH2:9][CH2:10][CH2:11][CH2:12][C:13]#[N:14])[cH:15][c:16]1[O:17][CH3:21].